describe an organic reaction: reactants, conditions, products, and yield From a dataset of the Open Reaction Database (ORD), a public repository of structured organic reaction records. Starting materials: Cc1cc(Cl)ccc1NCc1nnn(C)n1, COC(OC)C1(C)Oc2ccc([N+](=O)[O-])cc2C2OC21. Yields the product COC(OC)C1(C)Oc2ccc([N+](=O)[O-])cc2C(N(Cc2nnn(C)n2)c2ccc(Cl)cc2C)C1O. As a reaction SMILES: [CH3:21][c:22]1[c:23]([NH:29][CH2:30][c:31]2[n:32][n:33][n:34]([CH3:36])[n:35]2)[cH:24][cH:25][c:26]([Cl:28])[cH:27]1.[N+:1](=[O:2])([O-:3])[c:4]1[cH:5][cH:6][c:7]2[c:8]([cH:20]1)[CH:9]1[CH:10]([C:11]([CH:13]([O:14][CH3:15])[O:16][CH3:17])([CH3:18])[O:12]2)[O:19]1>>[N+:1](=[O:2])([O-:3])[c:4]1[cH:5][cH:6][c:7]2[c:8]([cH:20]1)[CH:9]([N:29]([c:23]1[c:22]([CH3:21])[cH:27][c:26]([Cl:28])[cH:25][cH:24]1)[CH2:30][c:31]1[n:32][n:33][n:34]([CH3:36])[n:35]1)[CH:10]([OH:19])[C:11]([CH:13]([O:14][CH3:15])[O:16][CH3:17])([CH3:18])[O:12]2. Starting materials: C(C)OC(CC1(C(C2=CC=C(C=C2C1)F)=O)C(=O)OCC)=O (Ethyl 2-(2-ethoxy-2-oxo-ethyl)-5-fluoro-1-oxo-indane-2-carboxylate), Cl.C(C)(=O)O (HCl acetic acid). Run in mixture. Product: FC=1C=C2CC(C(C2=CC1)=O)CC(=O)O ((5-Fluoro-1-oxo-indan-2-yl)-acetic acid). Yield: 84.1%. RXN SMILES: C([O:3][C:4](=[O:22])[CH2:5][C:6]1(C(OCC)=O)[CH2:14][C:13]2[C:8](=[CH:9][CH:10]=[C:11]([F:15])[CH:12]=2)[C:7]1=[O:16])C.Cl.C(O)(=O)C>>[F:15][C:11]1[CH:12]=[C:13]2[C:8](=[CH:9][CH:10]=1)[C:7](=[O:16])[CH:6]([CH2:5][C:4]([OH:22])=[O:3])[CH2:14]2 |f:1.2|. Reported procedure: Ethyl 2-(2-ethoxy-2-oxo-ethyl)-5-fluoro-1-oxo-indane-2-carboxylate (500 mg, 1.6 mmol) was suspended in 1.4 ml mixture of 6 N HCl: acetic acid (1:1) and heated to reflux for 3 h. Reaction was monitored by TLC. Reaction mass was evaporated to dryness, 10 ml water was added and extracted with ethyl acetate (40 ml×3). Organic layer was washed with sat brine, dried over sodium sulphate. Crude product was washed with hexane to obtain a desired product (280 mg, 82%). Starting materials: CCc1nc2c(C)cc(C)nc2n1-c1ccc(CCO)cc1, Cc1ccccc1, O=S(Cl)Cl. Yields the product CCc1nc2c(C)cc(C)nc2n1-c1ccc(CCCl)cc1. Reaction SMILES: [CH2:1]([CH3:2])[c:3]1[n:4][c:5]2[c:6]([n:7][c:8]([CH3:12])[cH:9][c:10]2[CH3:11])[n:13]1-[c:14]1[cH:15][cH:16][c:17]([CH2:20][CH2:21][OH:22])[cH:18][cH:19]1.[CH3:27][c:28]1[cH:29][cH:30][cH:31][cH:32][cH:33]1.[S:23]([Cl:24])([Cl:25])=[O:26]>>[CH2:1]([CH3:2])[c:3]1[n:4][c:5]2[c:6]([n:7][c:8]([CH3:12])[cH:9][c:10]2[CH3:11])[n:13]1-[c:14]1[cH:15][cH:16][c:17]([CH2:20][CH2:21][Cl:25])[cH:18][cH:19]1.